This data is from the Open Reaction Database (ORD), a public repository of structured organic reaction records. The task is: describe an organic reaction: reactants, conditions, products, and yield Reactants: [H-].[Na+] (Sodium hydride), OC1CC(CC1)(C(=O)OCC)C(=O)OCC (diethyl 3-hydroxycyclopentane-1,1-dicarboxylate), C(C1=CC=CC=C1)Br (benzyl bromide), n-tetrabutylammonium iodide. The solvent is CN(C)C=O (DMF). Reaction conditions: temperature 65 celsius, time 1 hour. Product: C(C1=CC=CC=C1)OC1CC(CC1)(C(=O)OCC)C(=O)OCC (Diethyl 3-benzyloxycyclopentane-1,1-dicarboxylate). Isolated yield 75.4%. RXN SMILES: [H-].[Na+].[OH:3][CH:4]1[CH2:8][CH2:7][C:6]([C:14]([O:16][CH2:17][CH3:18])=[O:15])([C:9]([O:11][CH2:12][CH3:13])=[O:10])[CH2:5]1.[CH2:19](Br)[C:20]1[CH:25]=[CH:24][CH:23]=[CH:22][CH:21]=1>CN(C=O)C>[CH2:19]([O:3][CH:4]1[CH2:8][CH2:7][C:6]([C:9]([O:11][CH2:12][CH3:13])=[O:10])([C:14]([O:16][CH2:17][CH3:18])=[O:15])[CH2:5]1)[C:20]1[CH:25]=[CH:24][CH:23]=[CH:22][CH:21]=1 |f:0.1|. Procedure: Sodium hydride (60% oil dispersion, 2.1 g, 53 mmol) was added in portions to a solution of diethyl 3-hydroxycyclopentane-1,1-dicarboxylate 27 (11 g, 48 mmol), benzyl bromide (9.7 g, 53 mol), and n-tetrabutylammonium iodide (100 mg) in dry DMF (50 mL) at 25° C. (Step 25). The mixture was stirred for 1 hr at 65° C., poured onto ice and then extracted with ether (2×50 mL). The combined either extract was washed with water (3×50 mL) and driedover MgSO4. Chromatography on silica gel (10:90 ethyl acet... Reactants: BrC1=CC=2N=CN=C(C2S1)NCCC1=CC=C(C=C1)NC(C1=CC(=CC=C1)C(F)(F)F)=O (N-{4-[2-(6-bromo-thieno[3,2-d]pyrimidin-4-ylamino)-ethyl]-phenyl}-3-trifluoromethyl-benzamide), C(CC#C)O (3-butyn-1-ol). Reagents/catalysts: C1=CC=C(C=C1)C#N.C1=CC=C(C=C1)C#N.Cl[Pd]Cl (Pd(PhCN)2Cl2), [Cu]I (CuI). The solvent is N1CCCCC1 (piperidine). Reaction conditions: time 3 hour. Product: OCCC#CC1=CC=2N=CN=C(C2S1)NCCC1=CC=C(C=C1)NC(C1=CC(=CC=C1)C(F)(F)F)=O (N-(4-{2-[6-(4-hydroxy-but-1-ynyl)-thieno[3,2-d]pyrimidin-4-ylamino]-ethyl}-phenyl)-3-trifluoromethyl-benzamide). Reaction SMILES: Br[C:2]1[S:10][C:9]2[C:8]([NH:11][CH2:12][CH2:13][C:14]3[CH:19]=[CH:18][C:17]([NH:20][C:21](=[O:32])[C:22]4[CH:27]=[CH:26][CH:25]=[C:24]([C:28]([F:31])([F:30])[F:29])[CH:23]=4)=[CH:16][CH:15]=3)=[N:7][CH:6]=[N:5][C:4]=2[CH:3]=1.[CH2:33]([OH:37])[CH2:34][C:35]#[CH:36]>N1CCCCC1.C1C=CC(C#N)=CC=1.C1C=CC(C#N)=CC=1.Cl[Pd]Cl.[Cu]I>[OH:37][CH2:33][CH2:34][C:35]#[C:36][C:2]1[S:10][C:9]2[C:8]([NH:11][CH2:12][CH2:13][C:14]3[CH:19]=[CH:18][C:17]([NH:20][C:21](=[O:32])[C:22]4[CH:27]=[CH:26][CH:25]=[C:24]([C:28]([F:31])([F:30])[F:29])[CH:23]=4)=[CH:16][CH:15]=3)=[N:7][CH:6]=[N:5][C:4]=2[CH:3]=1 |f:3.4.5|. Procedure: To a nitrogen purged solution of compound 20.2 (0.79 mmol), 3-butyn-1-ol (2.5 equivalents), Pd(PhCN)2Cl2 (0.2 equivalent) in piperidine was added CuI (0.5 equivalent) followed by stirring at room temperature for 3 hours. The reaction mixture was then subjected to an aqueous work-up and purified by flash column chromatography on silica gel to provide N-(4-{2-[6-(4-hydroxy-but-1-ynyl)-thieno[3,2-d]pyrimidin-4-ylamino]-ethyl}-phenyl)-3-trifluoromethyl-benzamide (compound 23.1).